From a dataset of the Open Reaction Database (ORD), a public repository of structured organic reaction records. describe an organic reaction: reactants, conditions, products, and yield Solvent: C(C)(=O)O (acetic acid), C(C)(=O)OC(C)=O (acetic anhydride). Reported procedure: A solution of 1-ethoxy-2-ethyl benzene (3.5 g, Reference Example 51) in acetic anhydride (30 mL) was chilled in an ice-water bath. A solution of nitric acid (1.4 mL of 90%-30% excess) in acetic acid (25 mL) was added dropwise and the mixture was stirred overnight at ambient temperature. The reaction mixture was poured into ice water (300 mL) and the aqueous mixture was extracted with ethyl acetate (2×200 mL). The combined extracts were evaporated and the residue was chromatographed on silica gel... Reaction conditions: time 8 hour. The reactants are [N+](=O)(O)[O-] (nitric acid), C(C)OC1=C(C=CC=C1)CC (1-ethoxy-2-ethyl benzene), ice water. The product is C(C)OC1=C(C=C(C=C1)[N+](=O)[O-])CC (1-ethoxy-2-ethyl-4-nitrobenzene). RXN SMILES: [CH2:1]([O:3][C:4]1[CH:9]=[CH:8][CH:7]=[CH:6][C:5]=1[CH2:10][CH3:11])[CH3:2].[N+:12]([O-])([OH:14])=[O:13]>C(OC(=O)C)(=O)C.C(O)(=O)C>[CH2:1]([O:3][C:4]1[CH:9]=[CH:8][C:7]([N+:12]([O-:14])=[O:13])=[CH:6][C:5]=1[CH2:10][CH3:11])[CH3:2]. Reactants: O=[N+]([O-])c1ccc(Br)c(O)c1, COCCBr, [I-], [K+], CN(C)C=O. Product: COCCOc1cc([N+](=O)[O-])ccc1Br. Reaction SMILES: [Br:1][c:2]1[c:3]([OH:11])[cH:4][c:5]([N+:8](=[O:9])[O-:10])[cH:6][cH:7]1.[CH3:12][O:13][CH2:14][CH2:15][Br:16].[I-:18].[K+:17].[O:19]=[CH:20][N:21]([CH3:22])[CH3:23]>>[Br:1][c:2]1[c:3]([O:11][CH2:15][CH2:14][O:13][CH3:12])[cH:4][c:5]([N+:8](=[O:9])[O-:10])[cH:6][cH:7]1. The reactants are [OH-].[Na+] (sodium hydroxide), ClC1=CC=C(N=N1)C1N2CCC(NC1)CC2 (6-chloropyridazin-3-yl-1,4-diazabicyclo[3.2.2]nonane), C1(=CC=CC=C1)S (thiophenol), C([O-])([O-])=O.[Cs+].[Cs+] (caesium carbonate), CN(C)C=O (DMF). Run at temperature 125 celsius, time 15 hour. Product: C(\C=C\C(=O)O)(=O)O.C1(=CC=CC=C1)SC1=CC=C(N=N1)N1CCN2CCC1CC2 (4-(6-Phenylsulfanyl-pyridazin-3-yl)-1,4-diaza-bicyclo[3.2.2]nonane fumaric acid salt). RXN SMILES: ClC1N=NC([CH:8]2[CH2:14][NH:13][CH:12]3[CH2:15][CH2:16][N:9]2[CH2:10][CH2:11]3)=CC=1.[C:17]1([SH:23])[CH:22]=[CH:21][CH:20]=[CH:19][CH:18]=1.[C:24](=[O:27])([O-:26])[O-].[Cs+].[Cs+].[OH-:30].[Na+].C[N:33]([CH:35]=[O:36])C>>[C:35]([OH:36])(=[O:30])/[CH:15]=[CH:16]/[C:24]([OH:26])=[O:27].[C:17]1([S:23][C:35]2[N:33]=[N:9][C:10]([N:13]3[CH:12]4[CH2:11][CH2:10][N:9]([CH2:16][CH2:15]4)[CH2:8][CH2:14]3)=[CH:11][CH:12]=2)[CH:22]=[CH:21][CH:20]=[CH:19][CH:18]=1 |f:2.3.4,5.6,8.9|. Reported procedure: A mixture of 4-(6-chloropyridazin-3-yl-1,4-diazabicyclo[3.2.2]nonane (0.27 g; 1.1 mmol) thiophenol (0.96 g; 8.4 mmol), caesium carbonate (369 mg; 1.1 mmol) and DMF (1 ml) was stirred at 125° C. for 15 hours. Aqueous sodium hydroxide (5 ml; 4M) was added. The mixture was extracted with dichloromethane (3×5 ml). Chromatography on silica gel with dichloromethane, 10% methanol and 1% aqueous ammonia as solvent gave the title compound as an oil. Yield 0.32 g (93%). The corresponding salt was obtained... Starting materials: NC=1SC=C(N1)CO (2-Aminothiazol-4-yl-methanol), C(C)(=O)OC(C)=O (acetic anhydride), O1CCOCC1 (dioxane). The product is C(C)(=O)OCC=1N=C(SC1)NC(C)=O ((2-acetamidothiazol-4-yl)methyl acetate). Isolated yield 30.0%. As a reaction SMILES: [NH2:1][C:2]1[S:3][CH:4]=[C:5]([CH2:7][OH:8])[N:6]=1.[C:9](OC(=O)C)(=[O:11])[CH3:10].[O:16]1CCO[CH2:18][CH2:17]1>>[C:9]([O:8][CH2:7][C:5]1[N:6]=[C:2]([NH:1][C:17](=[O:16])[CH3:18])[S:3][CH:4]=1)(=[O:11])[CH3:10]. Procedure details: 2-Aminothiazol-4-yl-methanol (17 g, 131 mmol) and acetic anhydride (927 g, 261 mmol) were mixed in 100 mL dioxane in a 500 mL round bottom flask. The mixture was heated at reflux for 1 hour. After the solvent was evaporated, 300 mL saturated sodium bicarbonate was added to the flask. The mixture was extracted twice with 200 mL EtOAc. The combined organic layers were washed with brine and dried over sodium sulfate. After evaporating the solvent, the remaining residue was washed with hexane and et... The reactants are CNO, CC(=O)[O-], CCO, Cl, [Na+], O=C(Cn1ccnc1)c1cccs1. Yields the product C[N+]([O-])=C(Cn1ccnc1)c1cccs1. As a reaction SMILES: [CH3:15][NH:16][OH:17].[CH3:19][C:20](=[O:21])[O-:22].[CH3:23][CH2:24][OH:25].[ClH:14].[Na+:18].[n:1]1([CH2:6][C:7](=[O:8])[c:9]2[s:10][cH:11][cH:12][cH:13]2)[cH:2][n:3][cH:4][cH:5]1>>[n:1]1([CH2:6][C:7]([c:9]2[s:10][cH:11][cH:12][cH:13]2)=[N+:16]([CH3:15])[O-:17])[cH:2][n:3][cH:4][cH:5]1. Starting materials: [Ag+], CCCCCCCCC1C=CC(Cc2ccc(C=O)o2)=C2N=C3CCCCC3=C21, O=[N+]([O-])[O-], [Na+], [OH-], O. The product is CCCCCCCCC1C=CC(Cc2ccc(C(=O)O)o2)=C2N=C3CCCCC3=C21. As a reaction SMILES: [Ag+:37].[CH2:3]([CH2:4][CH2:5][CH2:6][CH2:7][CH2:8][CH2:9][CH3:10])[CH:11]1[CH:12]=[CH:13][C:14]([CH2:24][c:25]2[cH:26][cH:27][c:28]([CH:30]=[O:31])[o:29]2)=[C:15]2[C:16]1=[C:17]1[C:18](=[N:19]2)[CH2:20][CH2:21][CH2:22][CH2:23]1.[N+:33]([O-:34])([O-:35])=[O:36].[Na+:2].[OH-:1].[OH2:32]>>[OH:1][C:30]([c:28]1[cH:27][cH:26][c:25]([CH2:24][C:14]2=[C:15]3[C:16](=[C:17]4[C:18](=[N:19]3)[CH2:20][CH2:21][CH2:22][CH2:23]4)[CH:11]([CH2:3][CH2:4][CH2:5][CH2:6][CH2:7][CH2:8][CH2:9][CH3:10])[CH:12]=[CH:13]2)[o:29]1)=[O:31]. The reactants are O (water), CC(C)([O-])C.[K+] (potassium t-butoxide), C(CCC)OC(=O)C1C(C=CCC1)OC(C)=O (2-Acetoxycyclohex-3-enecarboxylic acid butyl ester). Solvent: petroleum ether, O1CCCC1 (tetrahydrofuran), O1CCCC1 (tetrahydrofuran). The product is C(CCC)OC(=O)C1=CC=CCC1 (Cyclohexa-1,3-dienecarboxylic acid butyl ester). The yield is 85.4%. RXN SMILES: [CH2:1]([O:5][C:6]([CH:8]1[CH2:13][CH2:12][CH:11]=[CH:10][CH:9]1OC(=O)C)=[O:7])[CH2:2][CH2:3][CH3:4].CC(C)([O-])C.[K+].O>O1CCCC1>[CH2:1]([O:5][C:6]([C:8]1[CH2:13][CH2:12][CH:11]=[CH:10][CH:9]=1)=[O:7])[CH2:2][CH2:3][CH3:4] |f:1.2|. Procedure details: Crude butyl ester (a) (55.25 g, max 0.207 mol) was dissolved in dry tetrahydrofuran (320 ml) and cooled in an ice/salt bath. To this was added slowly, over 1 hour, potassium t-butoxide in tetrahydrofuran (1 M, 220 ml, 0.22 mol). After 0.5 hour water and petroleum ether were added and the mixture filtered quickly through kieselguhr. The phases were separated and the aqueous extracted with more petroleum ether (×2). The combined organic extracts were washed with brine, dried and evaporated to give...